Dataset: the Open Reaction Database (ORD), a public repository of structured organic reaction records. Task: describe an organic reaction: reactants, conditions, products, and yield The reactants are ClC1=C(C(=O)O)C=CC=C1Cl (2,3-dichlorobenzoic acid), C1(=CC=CC=C1)C(CN)C=1C=NC(=CC1)C(F)(F)F (2-phenyl-2-(6-(trifluoromethyl)pyridin-3-yl)ethanamine). Yields the product ClC1=C(C(=O)NCC(C=2C=NC(=CC2)C(F)(F)F)C2=CC=CC=C2)C=CC=C1Cl (2,3-dichloro-N-(2-phenyl-2-(6-(trifluoromethyl)pyridin-3-yl)ethyl)benzamide). As a reaction SMILES: [Cl:1][C:2]1[C:10]([Cl:11])=[CH:9][CH:8]=[CH:7][C:3]=1[C:4]([OH:6])=O.[C:12]1([CH:18]([C:21]2[CH:22]=[N:23][C:24]([C:27]([F:30])([F:29])[F:28])=[CH:25][CH:26]=2)[CH2:19][NH2:20])[CH:17]=[CH:16][CH:15]=[CH:14][CH:13]=1>>[Cl:1][C:2]1[C:10]([Cl:11])=[CH:9][CH:8]=[CH:7][C:3]=1[C:4]([NH:20][CH2:19][CH:18]([C:12]1[CH:13]=[CH:14][CH:15]=[CH:16][CH:17]=1)[C:21]1[CH:22]=[N:23][C:24]([C:27]([F:30])([F:28])[F:29])=[CH:25][CH:26]=1)=[O:6]. Procedure: From 2,3-dichlorobenzoic acid and 2-phenyl-2-(6-(trifluoromethyl)pyridin-3-yl)ethanamine. LCMS (MH+): m/z=439.2, tR (minutes, Method D)=0.84 Reactants: BrC1=CC=C(C=C1)C1=C(C(=NO1)C)C(O)C=1OC(=NN1)C1=CC=CC=C1 ([5-(4-bromo-phenyl)-3-methyl-isoxazol-4-yl]-(5-phenyl-[1,3,4]oxadiazol-2-yl)-methanol), C(C)OC(CC1(CC1)C1=CC=C(C=C1)B1OC(C(O1)(C)C)(C)C)=O ({1-[4-(4,4,5,5-tetramethyl-[1,3,2]dioxaborolan-2-yl)-phenyl]-cyclopropyl}-acetic acid ethyl ester). Product: C(C)OC(CC1(CC1)C1=CC=C(C=C1)C1=CC=C(C=C1)C1=C(C(=NO1)C)C(C=1OC(=NN1)C1=CC=CC=C1)O)=O ([1-(4′-{4-[Hydroxy-(5-phenyl-[1,3,4]oxadiazol-2-yl)-methyl]-3-methyl-isoxazol-5-yl}-biphenyl-4-yl)-cyclopropyl]-acetic acid ethyl ester). RXN SMILES: Br[C:2]1[CH:7]=[CH:6][C:5]([C:8]2[O:12][N:11]=[C:10]([CH3:13])[C:9]=2[CH:14]([C:16]2[O:17][C:18]([C:21]3[CH:26]=[CH:25][CH:24]=[CH:23][CH:22]=3)=[N:19][N:20]=2)[OH:15])=[CH:4][CH:3]=1.[CH2:27]([O:29][C:30](=[O:50])[CH2:31][C:32]1([C:35]2[CH:40]=[CH:39][C:38](B3OC(C)(C)C(C)(C)O3)=[CH:37][CH:36]=2)[CH2:34][CH2:33]1)[CH3:28]>>[CH2:27]([O:29][C:30](=[O:50])[CH2:31][C:32]1([C:35]2[CH:36]=[CH:37][C:38]([C:2]3[CH:7]=[CH:6][C:5]([C:8]4[O:12][N:11]=[C:10]([CH3:13])[C:9]=4[CH:14]([OH:15])[C:16]4[O:17][C:18]([C:21]5[CH:22]=[CH:23][CH:24]=[CH:25][CH:26]=5)=[N:19][N:20]=4)=[CH:4][CH:3]=3)=[CH:39][CH:40]=2)[CH2:33][CH2:34]1)[CH3:28]. Procedure details: Prepared according to the procedure described in Example 28, Step 1, using [5-(4-bromo-phenyl)-3-methyl-isoxazol-4-yl]-(5-phenyl-[1,3,4]oxadiazol-2-yl)-methanol and {1-[4-(4,4,5,5-tetramethyl-[1,3,2]dioxaborolan-2-yl)-phenyl]-cyclopropyl}-acetic acid ethyl ester. Starting materials: COC(C(C1=CC=C(C=C1)OCCCC(C1=CC2=CC=CC=C2C=C1)O)=O)=O (rac-4-[4-hydroxy-4-(2-naphthalenyl)butoxy]-alpha-oxobenzeneacetic acid methyl ester), CS(=O)C (dimethylsulfoxide), C(C(=O)Cl)(=O)Cl (oxalyl chloride), CC(=O)C.C(=O)=O (acetone dry ice). Run in ClCCl (dichloromethane), C(C)N(CC)CC (triethylamine), ClCCl (dichloromethane), ClCCl (dichloromethane). Run at temperature 178 celsius, time 30 minute. The product is COC(C(C1=CC=C(C=C1)OCCCC(=O)C1=CC2=CC=CC=C2C=C1)=O)=O (4-[[4-(2-naphthalenyl)-4-oxobutyl]oxy]-alpha-oxobenzeneacetic acid methyl ester). The yield is 84.4%. As a reaction SMILES: CS(C)=O.C(Cl)(=O)C(Cl)=O.[CH3:11][O:12][C:13](=[O:38])[C:14](=[O:37])[C:15]1[CH:20]=[CH:19][C:18]([O:21][CH2:22][CH2:23][CH2:24][CH:25]([OH:36])[C:26]2[CH:35]=[CH:34][C:33]3[C:28](=[CH:29][CH:30]=[CH:31][CH:32]=3)[CH:27]=2)=[CH:17][CH:16]=1.CC(C)=O.C(=O)=O>ClCCl.C(N(CC)CC)C>[CH3:11][O:12][C:13](=[O:38])[C:14](=[O:37])[C:15]1[CH:16]=[CH:17][C:18]([O:21][CH2:22][CH2:23][CH2:24][C:25]([C:26]2[CH:35]=[CH:34][C:33]3[C:28](=[CH:29][CH:30]=[CH:31][CH:32]=3)[CH:27]=2)=[O:36])=[CH:19][CH:20]=1 |f:3.4|. Reported procedure: A solution of dimethylsulfoxide (0.079 g) in dichloromethane (2 mL) was added over 20 minutes to a stirred solution of oxalyl chloride (0.123 g) in dry dichloromethane (4 mL) maintained throughout at 178° C. by using an acetone-dry ice bath. After 30 minutes at -78° C., a solution of rac-4-[4-hydroxy-4-(2-naphthalenyl)butoxy]-alpha-oxobenzeneacetic acid methyl ester (0.356 g) in dichloromethane (3 mL) was added over 30 minutes and the reaction mixture was stirred for 30 minutes in the acetone-dr... Starting materials: COC(=O)C(Cc1c[nH]c2ccccc12)NC(=O)OC(C)(C)C, O=C(O)C(F)(F)F. Yields the product COC(=O)C(N)Cc1c[nH]c2ccccc12. As a reaction SMILES: [CH3:1][O:2][C:3]([CH:4]([CH2:5][c:6]1[cH:7][nH:8][c:9]2[cH:10][cH:11][cH:12][cH:13][c:14]12)[NH:15][C:16]([O:17][C:18]([CH3:19])([CH3:20])[CH3:21])=[O:22])=[O:23].[OH:24][C:25]([C:26]([F:27])([F:28])[F:29])=[O:30]>>[CH3:1][O:2][C:3]([CH:4]([CH2:5][c:6]1[cH:7][nH:8][c:9]2[cH:10][cH:11][cH:12][cH:13][c:14]12)[NH2:15])=[O:23]. The reactants are Cc1c(COC(=O)N(c2ccccc2)c2ccccc2)cccc1OCC(=O)OC(C)(C)C, CO, [Li+], C1CCOC1, [OH-], O. Yields the product Cc1c(COC(=O)N(c2ccccc2)c2ccccc2)cccc1OCC(=O)O. RXN SMILES: [C:1]([CH3:2])([CH3:3])([CH3:4])[O:5][C:6]([CH2:7][O:8][c:9]1[c:10]([CH3:32])[c:11]([CH2:15][O:16][C:17]([N:18]([c:19]2[cH:20][cH:21][cH:22][cH:23][cH:24]2)[c:25]2[cH:26][cH:27][cH:28][cH:29][cH:30]2)=[O:31])[cH:12][cH:13][cH:14]1)=[O:33].[CH3:37][OH:38].[Li+:34].[O:39]1[CH2:40][CH2:41][CH2:42][CH2:43]1.[OH-:35].[OH2:36]>>[O:5]=[C:6]([CH2:7][O:8][c:9]1[c:10]([CH3:32])[c:11]([CH2:15][O:16][C:17]([N:18]([c:19]2[cH:20][cH:21][cH:22][cH:23][cH:24]2)[c:25]2[cH:26][cH:27][cH:28][cH:29][cH:30]2)=[O:31])[cH:12][cH:13][cH:14]1)[OH:33]. Reactants: FC(CNC=1C(N(C(=CN1)C)CC(=O)O)=O)(C1=NC=CC=C1)F ([3-(2,2-difluoro-2-pyridin-2-yl-ethylamino)-6-methyl-2-oxo-2H-pyrazin-1-yl]-acetic acid), NCCC1=CC=NC=C1 (4-(2-aminoethyl)pyridine), hydrochloride salt. Yields the product FC(CNC=1C(N(C(=CN1)C)CC(=O)NCCC1=CC=NC=C1)=O)(C1=NC=CC=C1)F (2-[3-(2,2-Difluoro-2-pyridin-2-yl-ethylamino)-6-methyl-2-oxo-2H-pyrazin-1-yl]-N-(2-pyridin-4-ylethyl)-acetamide). RXN SMILES: [F:1][C:2]([F:23])([C:17]1[CH:22]=[CH:21][CH:20]=[CH:19][N:18]=1)[CH2:3][NH:4][C:5]1[C:6](=[O:16])[N:7]([CH2:12][C:13]([OH:15])=O)[C:8]([CH3:11])=[CH:9][N:10]=1.[NH2:24][CH2:25][CH2:26][C:27]1[CH:32]=[CH:31][N:30]=[CH:29][CH:28]=1>>[F:23][C:2]([F:1])([C:17]1[CH:22]=[CH:21][CH:20]=[CH:19][N:18]=1)[CH2:3][NH:4][C:5]1[C:6](=[O:16])[N:7]([CH2:12][C:13]([NH:24][CH2:25][CH2:26][C:27]2[CH:32]=[CH:31][N:30]=[CH:29][CH:28]=2)=[O:15])[C:8]([CH3:11])=[CH:9][N:10]=1. Procedure details: 4-1 was prepared from [3-(2,2-difluoro-2-pyridin-2-yl-ethylamino)-6-methyl-2-oxo-2H-pyrazin-1-yl]-acetic acid and 4-(2-aminoethyl)pyridine essentially according to the procedure of Example 1, Step K. It was characterized as the hydrochloride salt. Mass Spectrum: Found: (M+1) 429.2.